From a dataset of the Open Reaction Database (ORD), a public repository of structured organic reaction records. describe an organic reaction: reactants, conditions, products, and yield Starting materials: ClC=1C2=C(N=CN1)N(C=C2C(=O)C2=CC(=CC=C2)I)C2CCCC2 ((4-Chloro-7-cyclopentyl-7H-pyrrolo[2,3-d]pyrimidin-5-yl)-(3-iodo-phenyl)-methanone), C(C)(C)(C)OC(NCC#C)=O (Prop-2-ynyl-carbamic acid tert-butyl ester), C(C)(C)NC(C)C (diisopropylamine). The reagents and catalysts are [Cu](I)I (Copper Iodide), Cl[Pd]([P](C1=CC=CC=C1)(C2=CC=CC=C2)C3=CC=CC=C3)([P](C4=CC=CC=C4)(C5=CC=CC=C5)C6=CC=CC=C6)Cl (PdCl2(PPh3)2). Run in C1CCOC1 (THF). The product is C(C)(C)(C)OC(NCC#CC1=CC(=CC=C1)C(=O)C1=CN(C=2N=CN=C(C21)Cl)C2CCCC2)=O ({3-[3-(4-Chloro-7-cyclopentyl-7H-pyrrolo[2,3-d]pyrimidine-5-carbonyl)-phenyl]-prop-2-ynyl}-carbamic acid tert-butyl ester). Yield: 85.8%. As a reaction SMILES: [Cl:1][C:2]1[C:3]2[C:10]([C:11]([C:13]3[CH:18]=[CH:17][CH:16]=[C:15](I)[CH:14]=3)=[O:12])=[CH:9][N:8]([CH:20]3[CH2:24][CH2:23][CH2:22][CH2:21]3)[C:4]=2[N:5]=[CH:6][N:7]=1.[C:25]([O:29][C:30](=[O:35])[NH:31][CH2:32][C:33]#[CH:34])([CH3:28])([CH3:27])[CH3:26].C(NC(C)C)(C)C>C1COCC1.[Cu](I)I.Cl[Pd](Cl)([P](C1C=CC=CC=1)(C1C=CC=CC=1)C1C=CC=CC=1)[P](C1C=CC=CC=1)(C1C=CC=CC=1)C1C=CC=CC=1>[C:25]([O:29][C:30](=[O:35])[NH:31][CH2:32][C:33]#[C:34][C:15]1[CH:16]=[CH:17][CH:18]=[C:13]([C:11]([C:10]2[C:3]3[C:2]([Cl:1])=[N:7][CH:6]=[N:5][C:4]=3[N:8]([CH:20]3[CH2:24][CH2:23][CH2:22][CH2:21]3)[CH:9]=2)=[O:12])[CH:14]=1)([CH3:28])([CH3:27])[CH3:26] |^1:53,72|. Procedure details: A solution of (4-Chloro-7-cyclopentyl-7H-pyrrolo[2,3-d]pyrimidin-5-yl)-(3-iodo-phenyl)-methanone (500 mg, 1.1 mmol), Prop-2-ynyl-carbamic acid tert-butyl ester (341 mg, 2.2 mmol), Copper Iodide (21 mg, 0.11 mmol), PdCl2(PPh3)2 (77 mg, 0.11 mmol), and diisopropylamine (111 mg, 1.1 mmol) in THF (25 mL) was stirred at room temperature under N2. After 24 h the reaction was quenched with saturated aqueous NH4Cl and the aqueous layer was extracted with EtOAc (3×). The combined organic layers were drie... The reactants are 160, ClC(C)NC(=O)Cl (1-chloroethylcarbamyl chloride), CC1=CCC2CC1C2(C)C (α-pinene). Yields the product 27.6, ClC(C)N=C=O (1-chloroethyl isocyanate), C(=C)N=C=O (vinyl isocyanate). The yield is 23.0%. Reaction SMILES: [Cl:1][CH:2]([NH:4][C:5](Cl)=[O:6])[CH3:3].CC1C2C(C)(C)C(C2)CC=1>>[Cl:1][CH:2]([N:4]=[C:5]=[O:6])[CH3:3].[CH:2]([N:4]=[C:5]=[O:6])=[CH2:3]. Procedure: A mixture of 160 parts of 1-chloroethylcarbamyl chloride and 537 parts of α-pinene is heated from 24° to 105° C. in the course of 2 hours, whilst stirring, and the reaction mixture is subjected to fractional distillation. A total of 27.6 parts (23% of theory) of 1-chloroethyl isocyanate of boiling point 92° C./1,013 mbar and 34.6 parts of vinyl isocyanate of boiling point 38.5° C./1,013 mbar, is obtained. Reactants: FC1=CC=C(C=C1)C=1N=C(NC1C=1C=NC=CC1)S (4-(4-Fluorophenyl)-5-(3-pyridyl)-1H-2-imidazolethiol), [N+](=O)(O)[O-] (nitric acid), C([O-])([O-])=O.[Na+].[Na+] (sodium carbonate). The product is FC1=CC=C(C=C1)C=1N=CNC1C=1C=NC=CC1 (4-(4-fluorophenyl)-5-(3-pyridyl)imidazole). Conditions: time 8 hour. As a reaction SMILES: [F:1][C:2]1[CH:7]=[CH:6][C:5]([C:8]2[N:9]=[C:10](S)[NH:11][C:12]=2[C:13]2[CH:14]=[N:15][CH:16]=[CH:17][CH:18]=2)=[CH:4][CH:3]=1.[N+]([O-])(O)=O.C(=O)([O-])[O-].[Na+].[Na+]>O>[F:1][C:2]1[CH:3]=[CH:4][C:5]([C:8]2[N:9]=[CH:10][NH:11][C:12]=2[C:13]2[CH:14]=[N:15][CH:16]=[CH:17][CH:18]=2)=[CH:6][CH:7]=1 |f:2.3.4|. Reported procedure: 4-(4-Fluorophenyl)-5-(3-pyridyl)-1H-2-imidazolethiol (8.2 g) was added portionwise to a mixture of 30 ml. of 35% nitric acid at room temperature. After stirring overnight, the reaction mixture was diluted with water and made basic with sodium carbonate. The product was extracted into ethyl acetate, which, after drying over potassium carbonate was evaporated to yield 5.3 g of 4-(4-fluorophenyl)-5-(3-pyridyl)imidazole. Isolated yield 73.3%. Run in O (water). Reactants: CC1(OC2=C(O1)C(=CC=C2CC#N)OC)C (2-(2,2-dimethyl-7-methoxy-1,3-benzodioxol-4-yl)acetonitrile), methanolic solution, C(C=C)(=O)OC (methyl acrylate), O (Water), Cl (hydrochloric acid). Solvent: C(C)#N (acetonitrile). Reaction conditions: time 30 minute. The product is C(#N)C(CCC(=O)OC)(CCC(=O)OC)C1=CC=C(C=2OC(OC21)(C)C)OC (dimethyl 4-cyano-4-(2,2-dimethyl-7-methoxy-1,3-benzodioxol-4-yl)pimelate). Yield: 68.0%. RXN SMILES: [CH3:1][C:2]1([CH3:16])[O:6][C:5]2[C:7]([O:14][CH3:15])=[CH:8][CH:9]=[C:10]([CH2:11][C:12]#[N:13])[C:4]=2[O:3]1.[C:17]([O:21][CH3:22])(=[O:20])[CH:18]=[CH2:19].[OH2:23].Cl>C(#N)C>[C:12]([C:11]([C:10]1[C:4]2[O:3][C:2]([CH3:16])([CH3:1])[O:6][C:5]=2[C:7]([O:14][CH3:15])=[CH:8][CH:9]=1)([CH2:7][CH2:5][C:4]([O:3][CH3:2])=[O:23])[CH2:19][CH2:18][C:17]([O:21][CH3:22])=[O:20])#[N:13]. Reported procedure: To a solution of Compound 12a (9.0 g, 41 mmol) obtained in Step A in acetonitrile (135 mL) were added a 40% methanolic solution of Triton B (1.9 mL, 4.1 mmol) and methyl acrylate (37 mL , 410 mmol), and the mixture was stirred at room temperature for 30 minutes. Water and 1 mol/L hydrochloric acid were added, followed by extraction with ethyl acetate. The organic layer was washed with brine and dried over sodium sulfate, and the solvent was evaporated in vacuo. The residue was purified by silica...